Dataset: the Open Reaction Database (ORD), a public repository of structured organic reaction records. Task: describe an organic reaction: reactants, conditions, products, and yield The reactants are [N+](=O)(O)[O-] (nitric acid), COC=1C=C(C(=O)C=2C(=NN(N2)C(C(C)C)OC(=O)OC(C)C)C(=O)OCC)C=CC1OC (ethyl 5-(3,4-dimethoxybenzoyl)-2-(1-isopropoxycarbonyloxy-2-methylpropyl)-2H-1,2,3-triazole-4-carboxylate). Run at time 30 minute. Product: COC1=CC(=C(C(=O)C=2C(=NN(N2)C(C(C)C)OC(=O)OC(C)C)C(=O)OCC)C=C1OC)[N+](=O)[O-] (Ethyl 5-(4,5-dimethoxy-2-nitrobenzoyl)-2-(1-isopropoxycarbonyloxy-2-methylpropyl)-2H-1,2,3-triazole-4-carboxylate), compound. The yield is 52.0%. RXN SMILES: [N+:1]([O-:4])(O)=[O:2].[CH3:5][O:6][C:7]1[CH:8]=[C:9]([CH:33]=[CH:34][C:35]=1[O:36][CH3:37])[C:10]([C:12]1[C:13]([C:28]([O:30][CH2:31][CH3:32])=[O:29])=[N:14][N:15]([CH:17]([O:21][C:22]([O:24][CH:25]([CH3:27])[CH3:26])=[O:23])[CH:18]([CH3:20])[CH3:19])[N:16]=1)=[O:11]>>[CH3:37][O:36][C:35]1[C:7]([O:6][CH3:5])=[CH:8][C:9]([C:10]([C:12]2[C:13]([C:28]([O:30][CH2:31][CH3:32])=[O:29])=[N:14][N:15]([CH:17]([O:21][C:22]([O:24][CH:25]([CH3:26])[CH3:27])=[O:23])[CH:18]([CH3:20])[CH3:19])[N:16]=2)=[O:11])=[C:33]([N+:1]([O-:4])=[O:2])[CH:34]=1. Reported procedure: 70% nitric acid (1 ml) was added to ethyl 5-(3,4-dimethoxybenzoyl)-2-(1-isopropoxycarbonyloxy-2-methylpropyl)-2H-1,2,3-triazole-4-carboxylate (86 mg, 0.19 mmol) as Intermediate 8 under ice cooling. The mixture was stirred at that temperature for 30 min. The reaction solution was poured into ice and then extracted with ethyl acetate. The organic layer was washed with a saturated aqueous sodium hydrogencarbonate solution and saturated brine solution in that order and dried over anhydrous magnesium...